From a dataset of the Open Reaction Database (ORD), a public repository of structured organic reaction records. describe an organic reaction: reactants, conditions, products, and yield Reactants: 50, ClC(=O)OCCC (n-propyl chloroformate), OO (H2O2), [OH-].[Na+] (NaOH), [Na+].[Cl-] (NaCl). Yields the product C(CC)OC(=O)OOC(=O)OCCC (Di-n-propylperoxydicarbonate). Reaction SMILES: Cl[C:2]([O:4][CH2:5][CH2:6][CH3:7])=[O:3].[OH:8][OH:9].[OH-:10].[Na+].[Na+].[Cl-]>>[CH2:5]([O:4][C:2]([O:8][O:9][C:2]([O:4][CH2:5][CH2:6][CH3:7])=[O:10])=[O:3])[CH2:6][CH3:7] |f:2.3,4.5|. Procedure: Using the apparatus (i.e., both centrifuges 18 and 30) and procedure of Example I (except that the temperature of reactor 14 is 25 ± 1° C.), NPP is prepared at the rate of 50 pph in an average assay of greater than 98% from 85 pph of n-propyl chloroformate, 31 pph of 50% aqueous H2O2, 169 pph of 20% NaOH and 50 pph of saturated NaCl solution.